From a dataset of the Open Reaction Database (ORD), a public repository of structured organic reaction records. describe an organic reaction: reactants, conditions, products, and yield The reactants are Cl (HCl), NC=1NC(C(=C(N1)C(C(=O)OCC)(CC1=CSC=C1)C#N)[N+](=O)[O-])=O (2-Amino-α-cyano-1,6-dihydro-5-nitro-6-oxo-α-(3-thienyl-methyl)-4-pyrimidineacetic acid, ethyl ester), [NH4+].[OH-] (NH4OH). Run in [OH-].[Na+] (NaOH). Run at temperature 45 celsius. Product: NC=1NC(C(=C(N1)C(C#N)CC1=CSC=C1)[N+](=O)[O-])=O (2-Amino-1,6-dihydro-5-nitro-6-oxo-α-(3-thienylmethyl)-4-pyrimidineacetonitrile). RXN SMILES: [NH2:1][C:2]1[NH:3][C:4](=[O:25])[C:5]([N+:22]([O-:24])=[O:23])=[C:6]([C:8]([C:20]#[N:21])([CH2:14][C:15]2[CH:19]=[CH:18][S:17][CH:16]=2)C(OCC)=O)[N:7]=1.Cl.[NH4+].[OH-]>[OH-].[Na+]>[NH2:1][C:2]1[NH:3][C:4](=[O:25])[C:5]([N+:22]([O-:24])=[O:23])=[C:6]([CH:8]([CH2:14][C:15]2[CH:19]=[CH:18][S:17][CH:16]=2)[C:20]#[N:21])[N:7]=1 |f:2.3,4.5|. Procedure details: A solution of 2-Amino-α-cyano-1,6-dihydro-5-nitro-6-oxo-α-(3-thienyl-methyl)-4-pyrimidineacetic acid, ethyl ester in 1N NaOH (200 mL) is stirred for 2 h at room temperature and then acidified to pH 1 by the dropwise addition of conc HCl. The resulting suspension is warmed (45° C.) for 2 min and then cooled. The pH is adjusted to pH=3 with NH4OH. The solid is collected by filtration, washed with water, and dried under vacuum to give 2-Amino-1,6-dihydro-5-nitro-6-oxo-α-(3-thienylmethyl)-4-pyrimidi... Starting materials: CN1CCNCC1, NC(=O)c1ccc(Cl)c(S(N)(=O)=O)c1, O. The product is CN1CCN(c2ccc(C(N)=O)cc2S(N)(=O)=O)CC1. RXN SMILES: [CH3:15][N:16]1[CH2:17][CH2:18][NH:19][CH2:20][CH2:21]1.[Cl:1][c:2]1[c:3]([S:11]([NH2:12])(=[O:13])=[O:14])[cH:4][c:5]([C:6](=[O:7])[NH2:8])[cH:9][cH:10]1.[OH2:22]>>[c:2]1([N:19]2[CH2:18][CH2:17][N:16]([CH3:15])[CH2:21][CH2:20]2)[c:3]([S:11]([NH2:12])(=[O:13])=[O:14])[cH:4][c:5]([C:6](=[O:7])[NH2:8])[cH:9][cH:10]1. Starting materials: C([O-])([O-])=O.[K+].[K+] (potassium carbonate), CC1=C(C(=NC(=N1)C1=CC=CC=C1)C1=CC(=CC=C1)[N+](=O)[O-])C(=O)O (6-methyl-4-(3-nitrophenyl)-2-phenyl-5-pyrimidinecarboxylic acid), S(=O)(Cl)Cl (thionyl chloride), CN(CCN)C (2-dimethylaminoethylamine). Reaction conditions: time 2 hour. Product: CN(CCNC(=O)C=1C(=NC(=NC1C)C1=CC=CC=C1)C1=CC(=CC=C1)[N+](=O)[O-])C (N-(2-dimethylaminoethyl)-6-methyl-4-(3-nitrophenyl)-2-phenyl-5-pyrimidinecarboxamide). As a reaction SMILES: [CH3:1][C:2]1[N:7]=[C:6]([C:8]2[CH:13]=[CH:12][CH:11]=[CH:10][CH:9]=2)[N:5]=[C:4]([C:14]2[CH:19]=[CH:18][CH:17]=[C:16]([N+:20]([O-:22])=[O:21])[CH:15]=2)[C:3]=1[C:23]([OH:25])=O.S(Cl)(Cl)=O.[CH3:30][N:31]([CH3:35])[CH2:32][CH2:33][NH2:34].C(=O)([O-])[O-].[K+].[K+]>CN(C)C=O.ClCCl>[CH3:30][N:31]([CH3:35])[CH2:32][CH2:33][NH:34][C:23]([C:3]1[C:4]([C:14]2[CH:19]=[CH:18][CH:17]=[C:16]([N+:20]([O-:22])=[O:21])[CH:15]=2)=[N:5][C:6]([C:8]2[CH:9]=[CH:10][CH:11]=[CH:12][CH:13]=2)=[N:7][C:2]=1[CH3:1])=[O:25] |f:3.4.5|. Solvent: CN(C=O)C (N,N-dimethylformamide), ClCCl (dichloromethane). Reported procedure: To a mixture of 6-methyl-4-(3-nitrophenyl)-2-phenyl-5-pyrimidinecarboxylic acid (9 g), dichloromethane (72 ml) and N,N-dimethylformamide (20 ml), thionyl chloride (2.1 ml) was added at 7° C. under ice cooling. After stirring for 1.5 hours at the same condition, 2-dimethylaminoethylamine (5.9 g) was added and stirred for 2 hours. The reaction mixture was adjusted to pH=8.5 by saturated potassium carbonate and extracted with chloroform. The organic layer was washed with water and brine and dried o... Reactants: CC(=O)c1cccnc1, CC(=O)O[BH-](OC(C)=O)OC(C)=O, CC(=O)O, ClCCl, Nc1ccc(Oc2ccc(F)cc2F)cc1, [Na+]. The product is CC(Nc1ccc(Oc2ccc(F)cc2F)cc1)c1cccnc1. Reaction SMILES: [C:17]([CH3:18])(=[O:19])[c:20]1[cH:21][n:22][cH:23][cH:24][cH:25]1.[C:30]([O:31][BH-:32]([O:33][C:34](=[O:35])[CH3:36])[O:37][C:38](=[O:39])[CH3:40])(=[O:41])[CH3:42].[CH3:26][C:27](=[O:28])[OH:29].[Cl:44][CH2:45][Cl:46].[F:1][c:2]1[c:3]([O:4][c:5]2[cH:6][cH:7][c:8]([NH2:11])[cH:9][cH:10]2)[cH:12][cH:13][c:14]([F:16])[cH:15]1.[Na+:43]>>[F:1][c:2]1[c:3]([O:4][c:5]2[cH:6][cH:7][c:8]([NH:11][CH:17]([CH3:18])[c:20]3[cH:21][n:22][cH:23][cH:24][cH:25]3)[cH:9][cH:10]2)[cH:12][cH:13][c:14]([F:16])[cH:15]1. Reactants: CC(=O)[O-], CC(=O)[O-], CC(=O)[O-], OC1CCC2CCC1(c1ccccc1)N2Cc1ccccc1, COC(=O)C(=[N+]=[N-])c1cc(C(F)(F)F)cc(C(F)(F)F)c1, [Rh+3], c1ccccc1. Product: COC(=O)C(OC1CCC2CCC1(c1ccccc1)N2Cc1ccccc1)c1cc(C(F)(F)F)cc(C(F)(F)F)c1. RXN SMILES: [C:50]([O-:51])(=[O:52])[CH3:53].[C:55]([O-:56])(=[O:57])[CH3:58].[C:59]([O-:60])(=[O:61])[CH3:62].[CH2:22]([c:23]1[cH:24][cH:25][cH:26][cH:27][cH:28]1)[N:29]1[C:30]2([c:38]3[cH:39][cH:40][cH:41][cH:42][cH:43]3)[CH:31]([OH:37])[CH2:32][CH2:33][CH:34]1[CH2:35][CH2:36]2.[N+:1](=[N-:2])=[C:3]([C:4](=[O:5])[O:6][CH3:7])[c:8]1[cH:9][c:10]([C:18]([F:19])([F:20])[F:21])[cH:11][c:12]([C:14]([F:15])([F:16])[F:17])[cH:13]1.[Rh+3:54].[cH:44]1[cH:45][cH:46][cH:47][cH:48][cH:49]1>>[CH:3]([C:4](=[O:5])[O:6][CH3:7])([c:8]1[cH:9][c:10]([C:18]([F:19])([F:20])[F:21])[cH:11][c:12]([C:14]([F:15])([F:16])[F:17])[cH:13]1)[O:37][CH:31]1[C:30]2([c:38]3[cH:39][cH:40][cH:41][cH:42][cH:43]3)[N:29]([CH2:22][c:23]3[cH:24][cH:25][cH:26][cH:27][cH:28]3)[CH:34]([CH2:33][CH2:32]1)[CH2:35][CH2:36]2. Starting materials: CI, CO, CSc1nnc(-c2ccccc2)c(=O)n1N, [Na]. Product: COc1nnc(-c2ccccc2)c(=O)n1N. Reaction SMILES: [CH3:18][I:19].[CH3:20][OH:21].[CH3:2][S:3][c:4]1[n:5][n:6][c:7](-[c:12]2[cH:13][cH:14][cH:15][cH:16][cH:17]2)[c:8](=[O:11])[n:9]1[NH2:10].[Na:1]>>[c:4]1([O:21][CH3:20])[n:5][n:6][c:7](-[c:12]2[cH:13][cH:14][cH:15][cH:16][cH:17]2)[c:8](=[O:11])[n:9]1[NH2:10].